This data is from the Open Reaction Database (ORD), a public repository of structured organic reaction records. The task is: describe an organic reaction: reactants, conditions, products, and yield Starting materials: solid, Cl.O1COC2=C1C=CC=C2C2CCN(CC2)CC[C@@H]2CC[C@H](CC2)N (Trans-4-[2-(4-Benzo[1,3]dioxol-4-yl-piperidin-1-yl)-ethyl]-cyclohexylamine hydrochloride), Cl.O1COC2=C1C=CC=C2C2CCN(CC2)CC[C@@H]2CC[C@H](CC2)N (Trans-4-[2-(4-Benzo[1,3]dioxol-4-yl-piperidin-1-yl)-ethyl]-cyclohexylamine hydrochloride), O1C(CCCC1)CC(=O)O (2-(tetrahydro-2H-pyran-2-yl)acetic acid). Product: O1COC2=C1C=CC=C2C2CCN(CC2)CC[C@@H]2CC[C@H](CC2)NC(CC2OCCCC2)=O (Trans-N-{4-[2-(4-Benzo[1,3]dioxol-4-yl-piperidin-1-yl)-ethyl]-cyclohexyl}-2-(tetrahydro-pyran-2-yl)-acetamide). As a reaction SMILES: Cl.[O:2]1[C:6]2[CH:7]=[CH:8][CH:9]=[C:10]([CH:11]3[CH2:16][CH2:15][N:14]([CH2:17][CH2:18][C@H:19]4[CH2:24][CH2:23][C@H:22]([NH2:25])[CH2:21][CH2:20]4)[CH2:13][CH2:12]3)[C:5]=2[O:4][CH2:3]1.[O:26]1[CH2:31][CH2:30][CH2:29][CH2:28][CH:27]1[CH2:32][C:33](O)=[O:34]>>[O:2]1[C:6]2[CH:7]=[CH:8][CH:9]=[C:10]([CH:11]3[CH2:16][CH2:15][N:14]([CH2:17][CH2:18][C@H:19]4[CH2:20][CH2:21][C@H:22]([NH:25][C:33](=[O:34])[CH2:32][CH:27]5[CH2:28][CH2:29][CH2:30][CH2:31][O:26]5)[CH2:23][CH2:24]4)[CH2:13][CH2:12]3)[C:5]=2[O:4][CH2:3]1 |f:0.1|. Procedure: The title compound, light yellow solid (17.1 mg, 53.5%), MS (ISP)m/z=457.5[(M+H)+], was prepared in accordance with the general method of example 1 from Trans-4-[2-(4-Benzo[1,3]dioxol-4-yl-piperidin-1-yl)-ethyl]-cyclohexylamine hydrochloride (intermediate A) (25.7 mg, 0.07 mmol) and 2-(tetrahydro-2H-pyran-2-yl)acetic acid The reactants are 15B, BrC=1C=CC(=C(C1)C1(C(N(C2=CC=CC=C12)CCCCC)=O)O)O (3-(5-bromo-2-hydroxyphenyl)-3-hydroxy-1-pentyl-1,3-dihydro-2H-indol-2-one), BrC=1C(=CC(=C(C1)C1(C(N(C2=CC=CC=C12)CCCCC)=O)O)O)OC (3-(5-bromo-2-hydroxy-4-methoxyphenyl)-3-hydroxy-1-pentyl-1,3-dihydro-2H-indol-2-one). Product: OC1=C(C=CC(=C1)OC)C1C(N(C2=CC=CC=C12)CCCCC)=O (3-(2-hydroxy-4-methoxyphenyl)-1-pentyl-1,3-dihydro-2H-indol-2-one). As a reaction SMILES: BrC1C=CC(O)=C(C2(O)C3C(=CC=CC=3)N(CCCCC)C2=O)C=1.Br[C:26]1[C:27]([O:49][CH3:50])=[CH:28][C:29]([OH:48])=[C:30]([C:32]2(O)[C:40]3[C:35](=[CH:36][CH:37]=[CH:38][CH:39]=3)[N:34]([CH2:41][CH2:42][CH2:43][CH2:44][CH3:45])[C:33]2=[O:46])[CH:31]=1>>[OH:48][C:29]1[CH:28]=[C:27]([O:49][CH3:50])[CH:26]=[CH:31][C:30]=1[CH:32]1[C:40]2[C:35](=[CH:36][CH:37]=[CH:38][CH:39]=2)[N:34]([CH2:41][CH2:42][CH2:43][CH2:44][CH3:45])[C:33]1=[O:46]. Reported procedure: Following the procedure as described in PREPARATION 15B, and making non-critical variations to replace 3-(5-bromo-2-hydroxyphenyl)-3-hydroxy-1-pentyl-1,3-dihydro-2H-indol-2-one with 3-(5-bromo-2-hydroxy-4-methoxyphenyl)-3-hydroxy-1-pentyl-1,3-dihydro-2H-indol-2-one, the title compound was obtained (83%): 1H NMR (300 MHz, CDCl3) δ 9.78-9.20 (br, 1H), 7.43-7.31 (m, 2H), 7.19 (t, 1H), 6.97 (d, 1H), 6.79 (d, 1H), 6.70-6.64 (m, 1H), 6.38 (dd, 1H), 5.02 (s, 1H), 3.77 (s, 3H), 3.70 (t, 2H), 1.75-1.63 (... The reactants are CC(C)=CCCC(C)=CCOc1ccc(CO)cc1, CSC, ClCCl. Product: CC(C)=CCCC(C)=CCOc1ccc(CCl)cc1. Reaction SMILES: [CH2:4]([CH:5]=[C:6]([CH3:7])[CH2:8][CH2:9][CH:10]=[C:11]([CH3:12])[CH3:13])[O:14][c:15]1[cH:16][cH:17][c:18]([CH2:19][OH:20])[cH:21][cH:22]1.[CH3:1][S:2][CH3:3].[Cl:23][CH2:24][Cl:25]>>[CH2:4]([CH:5]=[C:6]([CH3:7])[CH2:8][CH2:9][CH:10]=[C:11]([CH3:12])[CH3:13])[O:14][c:15]1[cH:16][cH:17][c:18]([CH2:19][Cl:23])[cH:21][cH:22]1. Starting materials: 28.3, CC(C(=O)[O-])(CC(CC(CC)(C)C)N1CCCCC1)C (2,2,6,6-tetramethyl-4-piperidinyl-n-octanoate), C(C1=CC=CC=C1)Br (benzyl bromide). The solvent is CCOCC (Ether). Reaction conditions: temperature 105 celsius. Yields the product Br.CC(C(=O)O)(CC(CC(CC)(C)C)N1CCCCC1)C (2,2,6,6-tetramethyl-4-piperidinyl-n-octanoate hydrobromide). Reaction SMILES: [CH3:1][C:2]([CH3:20])([CH2:6][CH:7]([N:14]1[CH2:19][CH2:18][CH2:17][CH2:16][CH2:15]1)[CH2:8][C:9]([CH3:13])([CH3:12])[CH2:10][CH3:11])[C:3]([O-:5])=[O:4].C([Br:28])C1C=CC=CC=1>CCOCC>[BrH:28].[CH3:20][C:2]([CH3:1])([CH2:6][CH:7]([N:14]1[CH2:19][CH2:18][CH2:17][CH2:16][CH2:15]1)[CH2:8][C:9]([CH3:12])([CH3:13])[CH2:10][CH3:11])[C:3]([OH:5])=[O:4] |f:3.4|. Reported procedure: A mixture of 28.3 parts of 2,2,6,6-tetramethyl-4-piperidinyl-n-octanoate and 8.55 parts of benzyl bromide was stirred and heated at 105° C. for 72 hours. Ether was added to the cooled reaction mixture and the 2,2,6,6-tetramethyl-4-piperidinyl-n-octanoate hydrobromide formed during the reaction was filtered off. The ether solvent was removed by distillation under reduced pressure and the residue distilled under reduced pressure to give 16.40 parts of 1-benzyl-2,2,6,6-tetramethyl-4-piperidinyl-n-o... The reactants are C(C1=CC=CC=C1)OC1=C2N(C(=NC1=O)CC1=C(C=CC=C1)Br)CCN(C2=O)C(C)C (9-benzyloxy-6-(2-bromobenzyl)-2-isopropyl-3,4-dihydro-2H-pyrazino[1,2-c]pyrimidine-1,8-dione), ClC=1C=C(C=CC1Cl)B(O)O (3,4-dichlorophenylboronic acid), C(=O)([O-])[O-].[Na+].[Na+] (Na2CO3), ClCCl (dichloromethane). The reagents and catalysts are C=1C=CC(=CC1)[P](C=2C=CC=CC2)(C=3C=CC=CC3)[Pd]([P](C=4C=CC=CC4)(C=5C=CC=CC5)C=6C=CC=CC6)([P](C=7C=CC=CC7)(C=8C=CC=CC8)C=9C=CC=CC9)[P](C=1C=CC=CC1)(C=1C=CC=CC1)C=1C=CC=CC1 (tetrakis(triphenylphosphine)palladium). Solvent: CO (methanol). Run at time 8 hour. The product is ClC=1C=C(C=CC1Cl)C1=C(C=CC=C1)CC1=NC(C(=C2N1CCN(C2=O)C(C)C)O)=O (6-(3′,4′-dichloro-biphenyl-2-ylmethyl)-9-hydroxy-2-isopropyl-3,4-dihydro-2H-pyrazino[1,2-c]pyrimidine-1,8-dione). The yield is 15.2%. As a reaction SMILES: C([O:8][C:9]1[C:14](=[O:15])[N:13]=[C:12]([CH2:16][C:17]2[CH:22]=[CH:21][CH:20]=[CH:19][C:18]=2Br)[N:11]2[CH2:24][CH2:25][N:26]([CH:29]([CH3:31])[CH3:30])[C:27](=[O:28])[C:10]=12)C1C=CC=CC=1.[Cl:32][C:33]1[CH:34]=[C:35](B(O)O)[CH:36]=[CH:37][C:38]=1[Cl:39].C([O-])([O-])=O.[Na+].[Na+].ClCCl>CO.C1C=CC([P]([Pd]([P](C2C=CC=CC=2)(C2C=CC=CC=2)C2C=CC=CC=2)([P](C2C=CC=CC=2)(C2C=CC=CC=2)C2C=CC=CC=2)[P](C2C=CC=CC=2)(C2C=CC=CC=2)C2C=CC=CC=2)(C2C=CC=CC=2)C2C=CC=CC=2)=CC=1>[Cl:32][C:33]1[CH:34]=[C:35]([C:18]2[CH:19]=[CH:20][CH:21]=[CH:22][C:17]=2[CH2:16][C:12]2[N:11]3[CH2:24][CH2:25][N:26]([CH:29]([CH3:30])[CH3:31])[C:27](=[O:28])[C:10]3=[C:9]([OH:8])[C:14](=[O:15])[N:13]=2)[CH:36]=[CH:37][C:38]=1[Cl:39] |f:2.3.4,^1:57,59,78,97|. Procedure details: 9-Benzyloxy-6-(2-bromobenzyl)-2-isopropyl-3,4-dihydro-2H-pyrazino[1,2-c]pyrimidine-1,8-dione (71) (0.1 g, 207 μmol, Eq: 1.00, ˜40% pure), 3,4-dichlorophenylboronic acid (47.5 mg, 249 μmol, Eq: 1.2), Na2CO3 (65.9 mg, 622 μmol, Eq: 3) and tetrakis(triphenylphosphine)palladium (0) (24.0 mg, 20.7 μmol, Eq: 0.1) were stirred in methanol (0.9 ml)/dichloromethane (300 μl) in the microwave at 115° C. for 30 minutes. The reaction mixture stood at room temperature overnight. The supernatant was pipetted o... The reactants are CN1CCOCC1 (NMM), C(C)(C)(C)OC(=O)N[C@@H](CC1=C(C=C(C=C1C)O)C)C(=O)O (Racemic t-butoxycarbonyl 2,6-dimethyltyrosine), Cl.COC([C@@H](N)C)=O (alanine methyl ester hydrochloride), CN1CCOCC1 (NMM). The solvent is C(Cl)Cl (CH2Cl2). Run at temperature -30 celsius, time 16 hour. Yields the product CC(C)(OC(=O)NC(CC1=C(C=C(C=C1C)O)C)C(=O)N[C@H](C)C(=O)OC)C (N-[(1,1-dimethylethoxy)carbonyl]-2,6dimethyl-DL-tyrosyl-D-alanine, methyl ester). Isolated yield 98.9%. RXN SMILES: [C:1]([O:5][C:6]([NH:8][C@H:9]([C:20](O)=[O:21])[CH2:10][C:11]1[C:16]([CH3:17])=[CH:15][C:14]([OH:18])=[CH:13][C:12]=1[CH3:19])=[O:7])([CH3:4])([CH3:3])[CH3:2].CN1CCOCC1.Cl.[CH3:31][O:32][C:33](=[O:37])[C@H:34]([CH3:36])[NH2:35]>C(Cl)Cl>[CH3:2][C:1]([CH3:3])([O:5][C:6]([NH:8][CH:9]([C:20]([NH:35][C@@H:34]([C:33]([O:32][CH3:31])=[O:37])[CH3:36])=[O:21])[CH2:10][C:11]1[C:12]([CH3:19])=[CH:13][C:14]([OH:18])=[CH:15][C:16]=1[CH3:17])=[O:7])[CH3:4] |f:2.3|. Procedure: Racemic t-butoxycarbonyl 2,6-dimethyltyrosine (3.9 g, 10 mmoles) was dissolved in 30 ml of CH2Cl2 by adding 1.12 ml (10 mmoles) of NMM. After bringing this mixture to reflux it was cooled to -30° C. and 1.32 ml (10 mmoles) of IBCF were added to this stirred solution. The temperature was allowed to rise to -15° C. and then lowered to -50° C. (D) alanine methyl ester hydrochloride (1.54 g, 11 mmoles) was added to the solution followed by 1.3 ml (11 mmoles) of NMM. The mixture was allowed to warm t... Starting materials: BrC=1C(=CC(=C(N)C1)C)F (5-bromo-4-fluoro-2-methylaniline), O (water), [OH-].[NH4+] (ammonium hydroxide), [Cu]C#N (copper (I) cyanide). The product is NC=1C(=CC(=C(C#N)C1)F)C (5-amino-2-fluoro-4-methylbenzonitrile). Isolated yield 68.5%. Run in CN1C(CCC1)=O (1-methylpyrrolidinone). As a reaction SMILES: Br[C:2]1[C:3]([F:10])=[CH:4][C:5]([CH3:9])=[C:6]([CH:8]=1)[NH2:7].[Cu][C:12]#[N:13].O.[OH-].[NH4+]>CN1CCCC1=O>[NH2:7][C:6]1[C:5]([CH3:9])=[CH:4][C:3]([F:10])=[C:2]([CH:8]=1)[C:12]#[N:13] |f:3.4|. Reported procedure: The starting 5-bromo-4-fluoro-2-methylaniline (1) (20 g, 98 mmol) was dissolved in anhydrous 1-methylpyrrolidinone (100 mL), and copper (I) cyanide (17.6 g, 196 mmol) was added. The reaction was heated to 180° C. for 3 hours, cooled to room temperature, and water (300 mL) and concentrated ammonium hydroxide (300 mL) added. The mixture was stirred for 30 minutes and extracted with EA (3×200 mL). The combined extracts were dried over magnesium sulfate, and the solvent was removed under reduced pre... Run at temperature 180 celsius, time 30 minute. Starting materials: CCC1CCNCC1, CN(C)C=O, CCOC(C)=O, CCN(C(C)C)C(C)C, ClCCl, Cl, CC(C)(C)OC(=O)NC(CCCc1ccc(N)nc1)C(=O)O. The product is CCC1CCNCC1C(=O)C(CCCc1ccc(N)nc1)NC(=O)OC(C)(C)C. Reaction SMILES: [CH2:24]([CH3:25])[CH:26]1[CH2:27][CH2:28][NH:29][CH2:30][CH2:31]1.[CH3:44][N:45]([CH3:46])[CH:47]=[O:48].[CH3:49][CH2:50][O:51][C:52](=[O:53])[CH3:54].[CH:32]([N:33]([CH2:34][CH3:35])[CH:36]([CH3:37])[CH3:38])([CH3:39])[CH3:40].[Cl:41][CH2:42][Cl:43].[ClH:23].[NH2:1][c:2]1[cH:3][cH:4][c:5]([CH2:8][CH2:9][CH2:10][CH:11]([C:12](=[O:13])[OH:14])[NH:15][C:16](=[O:17])[O:18][C:19]([CH3:20])([CH3:21])[CH3:22])[cH:6][n:7]1>>[NH2:1][c:2]1[cH:3][cH:4][c:5]([CH2:8][CH2:9][CH2:10][CH:11]([C:12](=[O:14])[CH:27]2[CH:26]([CH2:24][CH3:25])[CH2:31][CH2:30][NH:29][CH2:28]2)[NH:15][C:16](=[O:17])[O:18][C:19]([CH3:20])([CH3:21])[CH3:22])[cH:6][n:7]1. Reactants: C(C)(C)(C)OC(=O)N[C@H](C(=O)SC[C@@H](C(=O)OCC)NC(C)=O)C(C)C (ethyl (2R)-3-{[(2S)-2-{[(tert-butoxy)carbonyl]amino}-3-methylbutanoyl]sulfanyl}-2-acetamidopropanoate), Cl (hydrogen chloride). The solvent is O1CCOCC1 (1,4-dioxane). Conditions: time 5 hour. The product is Cl.N[C@H](C(=O)SC[C@@H](C(=O)OCC)NC(C)=O)C(C)C (Ethyl (2R)-3-{[(2S)-2-amino-3-methylbutanoyl]sulfanyl}-2-acetamidopropanoate hydrochloride). Isolated yield 90.0%. RXN SMILES: C(OC([NH:8][C@@H:9]([CH:24]([CH3:26])[CH3:25])[C:10]([S:12][CH2:13][C@H:14]([NH:20][C:21](=[O:23])[CH3:22])[C:15]([O:17][CH2:18][CH3:19])=[O:16])=[O:11])=O)(C)(C)C.[ClH:27]>O1CCOCC1>[ClH:27].[NH2:8][C@@H:9]([CH:24]([CH3:25])[CH3:26])[C:10]([S:12][CH2:13][C@H:14]([NH:20][C:21](=[O:23])[CH3:22])[C:15]([O:17][CH2:18][CH3:19])=[O:16])=[O:11] |f:3.4|. Procedure: ethyl (2R)-3-{[(2S)-2-{[(tert-butoxy)carbonyl]amino}-3-methylbutanoyl]sulfanyl}-2-acetamidopropanoate (570 mg) was dissolved in a solution of hydrogen chloride (4N) in 1,4-dioxane (15 mL) and the reaction was stirred for 5 hours. The reaction mixture was concentrated at reduced pressure, triturated with ethyl acetate (15 mL) for 1 hour, filtered and dried to give the product as a white solid (430 mg, 90%). 1H NMR (300 MHz, DMSO) δ=8.63-8.48 (m, 4H), 4.41 (dt, J=5.3, 8.4 Hz, 1H), 4.17-4.04 (m, 4H... Starting materials: C(#N)C1=CC=C(C(=O)OCC)C=C1 (ethyl 4-cyanobenzoate), O.NN (hydrazine mono-hydrate). The solvent is C(C)O (ethanol). Product: C(#N)C1=CC=C(C(=O)NN)C=C1 (4-Cyanobenzohydrazide). Isolated yield 90.2%. Reaction SMILES: [C:1]([C:3]1[CH:13]=[CH:12][C:6]([C:7](OCC)=[O:8])=[CH:5][CH:4]=1)#[N:2].O.[NH2:15][NH2:16]>C(O)C>[C:1]([C:3]1[CH:13]=[CH:12][C:6]([C:7]([NH:15][NH2:16])=[O:8])=[CH:5][CH:4]=1)#[N:2] |f:1.2|. Procedure details: To a 250 mL round bottom flask charged with ethyl 4-cyanobenzoate (16.85 g, 96.2 mmol) in 95% ethanol (75 mL) was added hydrazine mono-hydrate (18.2 mL, 64% solution, 240 mmol). This mixture was heated to reflux for a period of 4.5 h, then allowed to cool to room temperature over a 16 h period. The solvent was removed under reduced pressure and the yellow residue was taken up in ice-cold water (150 mL). The light yellow solid was filtered off and washed with additional cold water (50 mL). The so...